Dataset: the Open Reaction Database (ORD), a public repository of structured organic reaction records. Task: describe an organic reaction: reactants, conditions, products, and yield Reactants: tetrahydroacridones, C1=CC2=C(C=C(N=C2C(=C1)C(F)(F)F)C(F)(F)F)C(C3CCCCN3)O (Mefloquine), CCN(CC)CCCC(C)NC=1C=CN=C2C1C=CC(=C2)Cl (Chloroquine), CC1(N=C(N=C(N1C=2C=CC(=CC2)Cl)N)N)C (Cycloguanil), COC=1C(=NC=NC1OC)NS(=O)(=O)C=2C=CC(=CC2)N (Sulfadoxine), CCC1=C(C(=NC(=N1)N)N)C=2C=CC(=CC2)Cl (Pyrimethamine), C1=CC(=CC=C1C2CC3=C(C(=O)C2)C(=O)C=4C=C(C=CC4N3O)Cl)C(F)(F)F (Floxacrine), COC=1C=CC2=C(C1)C(=CC=N2)[C@H]([C@@H]3C[C@@H]4CCN3C[C@@H]4C=C)O (Quinine), CC(CCCN)NC1=CC(=CC2=C1N=CC=C2)OC (Primaquine). The product is C1=CC(=CC=C1N)S(=O)(=O)C=2C=CC(=CC2)N (Dapsone). As a reaction SMILES: C1C(C2CC(=O)C3C([C:16]4[CH:17]=[C:18](Cl)[CH:19]=[CH:20][C:21]=4[N:22](O)C=3C2)=O)=CC=C(C(F)(F)F)C=1.CO[C:31]1[CH:32]=[CH:33][C:34]2[N:40]=CC=C([C@@H](O)[C@H]3N4C[C@H](C=C)[C@@H](CC4)C3)[C:35]=2[CH:36]=1.CCN(CCCC(NC1C=CN=C2C=C(Cl)C=CC=12)C)CC.C1C=C(C(F)(F)F)C2C(=C(C(O)C3NCCCC3)C=C(C(F)(F)F)N=2)C=1.CC(NC1C2N=CC=CC=2C=C(OC)C=1)CCCN.CCC1N=C(N)N=C(N)C=1C1C=CC(Cl)=CC=1.CC1(C)N(C2C=CC(Cl)=CC=2)C(N)=NC(N)=N1.COC1C(N[S:165](C2C=CC(N)=CC=2)(=[O:167])=[O:166])=NC=NC=1OC>>[CH:35]1[C:34]([NH2:40])=[CH:33][CH:32]=[C:31]([S:165]([C:18]2[CH:19]=[CH:20][C:21]([NH2:22])=[CH:16][CH:17]=2)(=[O:167])=[O:166])[CH:36]=1. Procedure: Depending on the type of the second antimalarial used with the tetrahydroacridones, the preferred proportions by weight used vary. When using Floxacrine in admixture with Quinine, a ratio of 1:10 to 1:160, in particular from 1:40 to 1:80; in admixture with Chloroquine from 4:1 to 1:20, in particular 2:1 to 1:8; in admixture with Mefloquine from 1:1.25 to 1:10; in admixture with Primaquine from 1:1.25 to 1:20, in particular 1:2.5 to 1:20; in admixture with Pyrimethamine from 21:1 to 1:1.5, in par... As a reaction SMILES: [CH2:1]([c:2]1[cH:3][cH:4][cH:5][cH:6][cH:7]1)[N:8]1[CH2:9][CH:10]2[N:11]([C:12](=[O:21])[c:13]3[cH:14][c:15]([CH3:20])[cH:16][cH:17][c:18]3[CH2:19]2)[CH2:22][CH2:23]1.[CH2:24]([Sn:25]([CH2:26][CH2:27][CH2:28][CH3:29])([CH2:30][CH2:31][CH2:32][CH3:33])[CH:34]=[CH2:35])[CH2:36][CH2:37][CH3:38].[CH3:41][c:42]1[cH:43][cH:44][cH:45][cH:46][cH:47]1.[CH3:48][CH2:49][O:50][C:51](=[O:52])[CH3:53].[Cl-:39].[Li+:40]>>[CH2:1]([c:2]1[cH:3][cH:4][cH:5][cH:6][cH:7]1)[N:8]1[CH2:9][CH:10]2[N:11]([C:12](=[O:21])[c:13]3[cH:14][c:15]([CH:20]=[CH2:24])[cH:16][cH:17][c:18]3[CH2:19]2)[CH2:22][CH2:23]1. Product: C=Cc1ccc2c(c1)C(=O)N1CCN(Cc3ccccc3)CC1C2. Reactants: Cc1ccc2c(c1)C(=O)N1CCN(Cc3ccccc3)CC1C2, C=C[Sn](CCCC)(CCCC)CCCC, Cc1ccccc1, CCOC(C)=O, [Cl-], [Li+]. Reactants: O (water), BrC1=CC2=C(OC3=C([C@@H]4N2CCC[C@H]4NC(C(F)(F)F)=O)C=CC(=C3)F)C=C1F ((−)-(cis)-N-(7-bromo-8,12-difluoro-1,3,4,14b-tetrahydro-2H-dibenzo[b,f]pyrido[1,2-d][1,4]oxazepin-1-yl)-2,2,2-trifluoroacetamide), C(#N)[Cu] (CuCN), CN1CCCC1=O (NMP). The reagents and catalysts are [Cu]I (CuI). The solvent is C(C)(=O)OCC (ethyl acetate). Run at temperature 180 celsius, time 20 minute. The product is C(#N)C1=CC2=C(OC3=C([C@@H]4N2CCC[C@H]4NC(C(F)(F)F)=O)C=CC(=C3)F)C=C1F ((−)-(cis)-N-(7-cyano-8,12-difluoro-1,3,4,14b-tetrahydro-2H-dibenzo[b,f]pyrido[1,2-d][1,4]oxazepin-1-yl)-2,2,2-trifluoroacetamide). Isolated yield 59.7%. Reaction SMILES: Br[C:2]1[C:28]([F:29])=[CH:27][C:5]2[O:6][C:7]3[CH:25]=[C:24]([F:26])[CH:23]=[CH:22][C:8]=3[C@H:9]3[C@H:14]([NH:15][C:16](=[O:21])[C:17]([F:20])([F:19])[F:18])[CH2:13][CH2:12][CH2:11][N:10]3[C:4]=2[CH:3]=1.[C:30]([Cu])#[N:31].CN1C(=O)CCC1.O>C(OCC)(=O)C.[Cu]I>[C:30]([C:2]1[C:28]([F:29])=[CH:27][C:5]2[O:6][C:7]3[CH:25]=[C:24]([F:26])[CH:23]=[CH:22][C:8]=3[C@H:9]3[C@H:14]([NH:15][C:16](=[O:21])[C:17]([F:20])([F:18])[F:19])[CH2:13][CH2:12][CH2:11][N:10]3[C:4]=2[CH:3]=1)#[N:31]. Procedure details: A mixture of 2.74 g (5.74 mmol) of (−)-(cis)-N-(7-bromo-8,12-difluoro-1,3,4,14b-tetrahydro-2H-dibenzo[b,f]pyrido[1,2-d][1,4]oxazepin-1-yl)-2,2,2-trifluoroacetamide, CuCN (1.3 g, 14.3 mmol), CuI (0.123 g, 0.57 mmol) and NMP (25 mL) was stirred in a microwave for 20 min. at 180° C., 300 Watt with cooling. After cooling down, the reaction mixture was poured into water (500 mL). The precipitate, containing product and salts, was redissolved in ethyl acetate and the salts were filtered off. The organ... The reactants are C(C(=O)OC)(=O)OC (dimethyl oxalate), C(=O)=O (dry-ice), C(C)(C)(C)[Li] (tert-butyl lithium), BrC1=C2C=CN(C2=CC=C1)CCCO[Si](C)(C)C(C)(C)C (4-Bromo-1-[3-(tert-butyldimethylsilyloxy)propyl]-1H-indole). Solvent: O1CCCC1 (tetrahydrofuran), O1CCCC1 (tetrahydrofuran). Yields the product COC(C(=O)C1=C2C=CN(C2=CC=C1)CCCO[Si](C)(C)C(C)(C)C)=O ((1-[3-(tert-Butyldimethylsilyloxy)prop-1-yl]-1H-indol-4-yl)oxoacetic acid methyl ester). As a reaction SMILES: C([Li])(C)(C)C.Br[C:7]1[CH:15]=[CH:14][CH:13]=[C:12]2[C:8]=1[CH:9]=[CH:10][N:11]2[CH2:16][CH2:17][CH2:18][O:19][Si:20]([C:23]([CH3:26])([CH3:25])[CH3:24])([CH3:22])[CH3:21].[C:27](OC)(=[O:32])[C:28]([O:30][CH3:31])=[O:29].C(=O)=O>O1CCCC1>[CH3:31][O:30][C:28](=[O:29])[C:27]([C:7]1[CH:15]=[CH:14][CH:13]=[C:12]2[C:8]=1[CH:9]=[CH:10][N:11]2[CH2:16][CH2:17][CH2:18][O:19][Si:20]([C:23]([CH3:26])([CH3:25])[CH3:24])([CH3:22])[CH3:21])=[O:32]. Procedure details: Add tert-butyl lithium (88.1 ml, 149.8 mmol, 1.7 M in hexane) to a solution of 4-Bromo-1-[3-(tert-butyldimethylsilyloxy)propyl]-1H-indole (22.0 g, 59.92 mmol) in anhydrous tetrahydrofuran (100 ml) at −78° C. Stir the reaction at −78° C. for 20 min. Transfer the mixture into a solution of dimethyl oxalate (24.8 g, 209.72 mmol) in tetrahydrofuran (400 ml) at −40° C. via a dry-ice cooled cannula. Upon complete addition, stir the reaction at −78° C. for 15 minutes and slowly warm to room temperature...